Dataset: the Open Reaction Database (ORD), a public repository of structured organic reaction records. Task: describe an organic reaction: reactants, conditions, products, and yield Starting materials: C(C)(=O)O[C@H]1[C@@H](O[C@@H]([C@H]([C@@H]1OC(C)=O)OC(C)=O)COC(C)=O)OC1=NNC(=C1CC1=CC=C(C=C1)OCCC(=O)O)C(C)C (3-(2,3,4,6-tetra-O-acetyl-β-D-glucopyranosyloxy)-4-{[4-(2-carboxyethoxy)phenyl]-methyl}-5-isopropyl-1H-pyrazole), N[C@H](CO)C ((S)-2-amino-1-propanol), NC(C(=O)N)(C)C (2-amino-2-methylpropionamide). The product is [C@@H]1([C@H](O)[C@@H](O)[C@H](O)[C@H](O1)CO)OC1=NNC(=C1CC1=CC=C(C=C1)OCCC(N[C@H](CO)C)=O)C(C)C (3-(β-D-Glucopyranosyloxy)-4-[(4-{2-[(S)-2-hydroxy-1-(methyl)ethylcarbamoyl]ethoxy}phenyl)methyl]-5-isopropyl-1H-pyrazole). As a reaction SMILES: C([O:4][C@@H:5]1[C@@H:10]([O:11]C(=O)C)[C@H:9]([O:15]C(=O)C)[C@@H:8]([CH2:19][O:20]C(=O)C)[O:7][C@H:6]1[O:24][C:25]1[C:29]([CH2:30][C:31]2[CH:36]=[CH:35][C:34]([O:37][CH2:38][CH2:39][C:40]([OH:42])=O)=[CH:33][CH:32]=2)=[C:28]([CH:43]([CH3:45])[CH3:44])[NH:27][N:26]=1)(=O)C.[NH2:46][C@@H:47]([CH3:50])[CH2:48][OH:49].NC(C)(C)C(N)=O>>[C@@H:6]1([O:24][C:25]2[C:29]([CH2:30][C:31]3[CH:32]=[CH:33][C:34]([O:37][CH2:38][CH2:39][C:40](=[O:42])[NH:46][C@@H:47]([CH3:50])[CH2:48][OH:49])=[CH:35][CH:36]=3)=[C:28]([CH:43]([CH3:44])[CH3:45])[NH:27][N:26]=2)[O:7][C@H:8]([CH2:19][OH:20])[C@@H:9]([OH:15])[C@H:10]([OH:11])[C@H:5]1[OH:4]. Procedure: The title compound was prepared in a similar manner to that described in Example 78 using 3-(2,3,4,6-tetra-O-acetyl-β-D-glucopyranosyloxy)-4-{[4-(2-carboxyethoxy)phenyl]-methyl}-5-isopropyl-1H-pyrazole and (S)-2-amino-1-propanol instead of 3-(2,3,4,6-tetra-O-acetyl-β-D-glucopyranosyl-oxy)-4-{[4-(2-carboxyethoxy)-2-methylphenyl]methyl}-5-isopropyl-1H-pyrazole and 2-amino-2-methylpropionamide, respectively. Reactants: NC1C(N(C2=C(C(=N1)C1=CC=CC=C1)C=CC=C2)C)=O (3-amino-1,3-dihydro-1-methyl-5-phenyl-2H-1,4-benzodiazepin-2-one), CC(C(=O)O)C(=O)NCC1=C(C=CC(=C1)F)F (2-methyl-N-(2,5-difluoro-benzyl)-malonamic acid). Product: FC1=C(CNC(C(C(=O)NC2N=C(C3=C(N(C2=O)C)C=CC=C3)C3=CC=CC=C3)C)=O)C=C(C=C1)F (N-(2,5-Difluoro-benzyl)-2-methyl-N′-(1-methyl-2-oxo-5-phenyl-2,3-dihydro-1H-benzo[e][1,4]diazepin-3-yl)-malonamide). RXN SMILES: [NH2:1][CH:2]1[N:8]=[C:7]([C:9]2[CH:14]=[CH:13][CH:12]=[CH:11][CH:10]=2)[C:6]2[CH:15]=[CH:16][CH:17]=[CH:18][C:5]=2[N:4]([CH3:19])[C:3]1=[O:20].[CH3:21][CH:22]([C:26]([NH:28][CH2:29][C:30]1[CH:35]=[C:34]([F:36])[CH:33]=[CH:32][C:31]=1[F:37])=[O:27])[C:23](O)=[O:24]>>[F:37][C:31]1[CH:32]=[CH:33][C:34]([F:36])=[CH:35][C:30]=1[CH2:29][NH:28][C:26](=[O:27])[CH:22]([CH3:21])[C:23]([NH:1][CH:2]1[C:3](=[O:20])[N:4]([CH3:19])[C:5]2[CH:18]=[CH:17][CH:16]=[CH:15][C:6]=2[C:7]([C:9]2[CH:14]=[CH:13][CH:12]=[CH:11][CH:10]=2)=[N:8]1)=[O:24]. Reported procedure: The title compound, MS: m/e=491.3 (M+H+), was prepared in analogy to example 16 from 3-amino-1,3-dihydro-1-methyl-5-phenyl-2H-1,4-benzodiazepin-2-one and 2-methyl-N-(2,5-difluoro-benzyl)-malonamic acid. Reactants: FC1=CC=C(C=C1)C1(CCCC1)C(=O)O (1-(4-fluorophenyl)cyclopentanecarboxylic acid), N[C@@H]1CCC=2N(C3=CC=CC=C3C2CC(=O)OCCC)C1 (propyl [(7R)-7-amino-6,7,8,9-tetrahydropyrido[1,2-a]indol-10-yl]acetate). Yields the product FC1=CC=C(C=C1)C1(CCCC1)C(=O)N[C@@H]1CCC=2N(C3=CC=CC=C3C2CC(=O)O)C1 ([(7R)-7-({[1-(4-fluorophenyl)cyclopentyl]carbonyl}amino)-6,7,8,9-tetrahydropyrido[1,2-a]indol-10-yl]acetic acid). As a reaction SMILES: [F:1][C:2]1[CH:7]=[CH:6][C:5]([C:8]2([C:13]([OH:15])=O)[CH2:12][CH2:11][CH2:10][CH2:9]2)=[CH:4][CH:3]=1.[NH2:16][C@H:17]1[CH2:36][N:21]2[C:22]3[C:27]([C:28]([CH2:29][C:30]([O:32]CCC)=[O:31])=[C:20]2[CH2:19][CH2:18]1)=[CH:26][CH:25]=[CH:24][CH:23]=3>>[F:1][C:2]1[CH:3]=[CH:4][C:5]([C:8]2([C:13]([NH:16][C@H:17]3[CH2:36][N:21]4[C:22]5[C:27]([C:28]([CH2:29][C:30]([OH:32])=[O:31])=[C:20]4[CH2:19][CH2:18]3)=[CH:26][CH:25]=[CH:24][CH:23]=5)=[O:15])[CH2:9][CH2:10][CH2:11][CH2:12]2)=[CH:6][CH:7]=1. Reported procedure: The title compound was prepared using analogous procedures described in Example 1 (Method A) from 1-(4-fluorophenyl)cyclopentanecarboxylic acid and propyl [(7R)-7-amino-6,7,8,9-tetrahydropyrido[1,2-a]indol-10-yl]acetate. MS (+ESI) m/z: 435. The reactants are C(CCC)[Li] (n-butyllithium), C(C)(=O)OCC (ethyl acetate), FC1=CC=C(C(=C1C=O)O)OC (6-fluoro-2-hydroxy-3-methoxybenzaldehyde), Cl (hydrochloric acid). The reagents and catalysts are [Br-].C[P+](C1=CC=CC=C1)(C1=CC=CC=C1)C1=CC=CC=C1 (methyltriphenylphosphonium bromide). Solvent: C1(=CC=CC=C1)C (toluene), C1(=CC=CC=C1)C (toluene). Run at time 2 hour. Yields the product FC=1C(=C(C(=CC1)OC)O)C=C (3-fluoro-6-methoxy-2-vinylphenol). RXN SMILES: [CH2:1]([Li])CCC.[F:6][C:7]1[C:12]([CH:13]=O)=[C:11]([OH:15])[C:10]([O:16][CH3:17])=[CH:9][CH:8]=1.Cl.C(OCC)(=O)C>[Br-].C[P+](C1C=CC=CC=1)(C1C=CC=CC=1)C1C=CC=CC=1.C1(C)C=CC=CC=1>[F:6][C:7]1[C:12]([CH:13]=[CH2:1])=[C:11]([OH:15])[C:10]([O:16][CH3:17])=[CH:9][CH:8]=1 |f:4.5|. Procedure details: To a suspension of 50 g of methyltriphenylphosphonium bromide in 300 ml of toluene there was added dropwise 45 ml of n-butyllithium (2.55 M, hexane solution) at 0° C. under a nitrogen atmosphere. The mixture was stirred at room temperature for 2 hours and allowed to stand. Next, 150 ml of the supernatant was added to a solution of 5 g of 6-fluoro-2-hydroxy-3-methoxybenzaldehyde [CAS No. 457628-15-8] in 90 ml of toluene. The mixture was stirred at room temperature for 1 hour, 1N hydrochloric acid... The reactants are CC1=NNC2=CC(=CC=C12)[N+](=O)[O-] (3-Methyl-6-nitroindazole), IC1=C(C(=O)O)C=CC=C1 (2-iodobenzoic acid), C([O-])([O-])=O.[K+].[K+] (potassium carbonate). The reagents and catalysts are [Cu]=O (copper(II) oxide). Yields the product C(=O)(O)C1=C(C=CC=C1)N1N=C(C2=CC=C(C=C12)[N+](=O)[O-])C (1-(2-carboxyphenyl)-3-methyl-6-nitroindazole). The yield is 97.2%. RXN SMILES: [CH3:1][C:2]1[C:10]2[C:5](=[CH:6][C:7]([N+:11]([O-:13])=[O:12])=[CH:8][CH:9]=2)[NH:4][N:3]=1.I[C:15]1[CH:23]=[CH:22][CH:21]=[CH:20][C:16]=1[C:17]([OH:19])=[O:18].C(=O)([O-])[O-].[K+].[K+]>[Cu]=O>[C:17]([C:16]1[CH:20]=[CH:21][CH:22]=[CH:23][C:15]=1[N:4]1[C:5]2[C:10](=[CH:9][CH:8]=[C:7]([N+:11]([O-:13])=[O:12])[CH:6]=2)[C:2]([CH3:1])=[N:3]1)([OH:19])=[O:18] |f:2.3.4|. Reported procedure: 3-Methyl-6-nitroindazole (64.5 g), 46.0 g of 2-iodobenzoic acid, 40.8 g of potassium carbonate and 1.89 g of copper(II) oxide were subjected to reaction in the same manner as in Example 1 to obtain 53.6 g (69.4%) of 1-(2-carboxyphenyl)-3-methyl-6-nitroindazole. As a reaction SMILES: [Br:1][CH2:2][C:3]([C:5]1[C:6]2[CH:13]=[CH:12][CH:11]=[CH:10][C:7]=2[O:8][CH:9]=1)=[O:4].[NH:14]1[CH2:18][CH2:17][NH:16][C:15]1=[S:19].C(O)C>C(O)(=O)C>[OH2:4].[BrH:1].[O:8]1[CH:9]=[C:5]([C:3]2[N:16]3[CH2:17][CH2:18][N:14]=[C:15]3[S:19][CH:2]=2)[C:6]2[CH:13]=[CH:12][CH:11]=[CH:10][C:7]1=2 |f:4.5.6|. The solvent is C(C)(=O)O (acetic acid). The yield is 40.6%. Reactants: BrCC(=O)C=1C2=C(OC1)C=CC=C2 (3-(2-bromoacetyl)benzo[b]furan), N1C(NCC1)=S (2-imidazolidinethione), C(C)O (ethanol). Procedure: A mixture of 3-(2-bromoacetyl)benzo[b]furan (0.25 g), 2-imidazolidinethione (0.11 g), ethanol (30 ml) and acetic acid (20 ml) was heated under reflux for 20 hours, then allowed to cool to ambient temperature. The resulting solid was collected by filtration, washed with ether, and dried in vacuo at ambient temperature to give 3-(benzo[b]furan-3-yl)-5,6-dihydroimidazo[2,1-b]thiazole monohydrobromide monohydrate as a white solid (0.145 g), m.p. 242°-244° C. Product: O.Br.O1C2=C(C(=C1)C=1N3C(SC1)=NCC3)C=CC=C2 (3-(benzo[b]furan-3-yl)-5,6-dihydroimidazo[2,1-b]thiazole monohydrobromide monohydrate). Reactants: C(C)OC(C(CC=C)OCC(=C)C)=O (2-(2-methyl-allyloxy)-pent-4-enoic acid ethyl ester), tricyclohexylphosphine (1,3-Bis(2,4,6-trimethylphenyl)-4,5-dihydroimidazol-2-ylidene)(benzylidine)ruthenium (IV) dichloride. The solvent is C(Cl)Cl (CH2Cl2), C(Cl)Cl (CH2Cl2). Run at time 50 minute. Yields the product C(C)OC(=O)C1OCC(=CC1)C (5-methyl-3,6-dihydro-2H-pyran-2-carboxylic acid ethyl ester). Isolated yield 94.0%. RXN SMILES: [CH2:1]([O:3][C:4](=[O:14])[CH:5]([O:9][CH2:10][C:11]([CH3:13])=[CH2:12])[CH2:6]C=C)[CH3:2]>C(Cl)Cl>[CH2:1]([O:3][C:4]([CH:5]1[CH2:6][CH:13]=[C:11]([CH3:12])[CH2:10][O:9]1)=[O:14])[CH3:2]. Procedure details: To a refluxing stirred solution of 2-(2-methyl-allyloxy)-pent-4-enoic acid ethyl ester (396 mg, 2.0 mmol) in CH2Cl2 (100 mL, 0.02 M solution) was added drop wise a solution of the tricyclohexylphosphine (1,3-Bis(2,4,6-trimethylphenyl)-4,5-dihydroimidazol-2-ylidene)(benzylidine)ruthenium (IV) dichloride (85 mg, 0.1 mmol) in CH2Cl2 (3.0 mL). After 50 min, the reaction mixture was cooled to room temperature, concentrated and purified on silica gel bond elute using EtOAc/hexane (1:20) as an eluent f...